This data is from the Open Reaction Database (ORD), a public repository of structured organic reaction records. The task is: describe an organic reaction: reactants, conditions, products, and yield The reactants are NC1=NC(=CC(=N1)N1CCC2(C[C@H](NC2)C(=O)OCC)CC1)OCC1=C(C=C(C=C1)Cl)C1=CC(=CC=C1)S(=O)(=O)C ((S)-ethyl 8-(2-amino-6-((5-chloro-3′-(methylsulfonyl)-[1,1′-biphenyl]-2-yl)methoxy)pyrimidin-4-yl)-2,8-diazaspiro[4.5]decane-3-carboxylate), [OH-].[Na+] (NaOH). The solvent is CO (MeOH). Reaction conditions: time 4 hour. Yields the product NC1=NC(=CC(=N1)N1CCC2(C[C@H](NC2)C(=O)O)CC1)OCC1=C(C=C(C=C1)Cl)C1=CC(=CC=C1)S(=O)(=O)C ((S)-8-(2-amino-6-((5-chloro-3′-(methylsulfonyl)-[1,1′-biphenyl]-2-yl)methoxy)pyrimidin-4-yl)-2,8-diazaspiro[4.5]decane-3-carboxylic acid). As a reaction SMILES: [NH2:1][C:2]1[N:7]=[C:6]([N:8]2[CH2:22][CH2:21][C:11]3([CH2:15][NH:14][C@H:13]([C:16]([O:18]CC)=[O:17])[CH2:12]3)[CH2:10][CH2:9]2)[CH:5]=[C:4]([O:23][CH2:24][C:25]2[CH:30]=[CH:29][C:28]([Cl:31])=[CH:27][C:26]=2[C:32]2[CH:37]=[CH:36][CH:35]=[C:34]([S:38]([CH3:41])(=[O:40])=[O:39])[CH:33]=2)[N:3]=1.[OH-].[Na+]>CO>[NH2:1][C:2]1[N:7]=[C:6]([N:8]2[CH2:9][CH2:10][C:11]3([CH2:15][NH:14][C@H:13]([C:16]([OH:18])=[O:17])[CH2:12]3)[CH2:21][CH2:22]2)[CH:5]=[C:4]([O:23][CH2:24][C:25]2[CH:30]=[CH:29][C:28]([Cl:31])=[CH:27][C:26]=2[C:32]2[CH:37]=[CH:36][CH:35]=[C:34]([S:38]([CH3:41])(=[O:39])=[O:40])[CH:33]=2)[N:3]=1 |f:1.2|. Reported procedure: To a solution (S)-ethyl 8-(2-amino-6-((5-chloro-3′-(methylsulfonyl)-[1,1′-biphenyl]-2-yl)methoxy)pyrimidin-4-yl)-2,8-diazaspiro[4.5]decane-3-carboxylate (100 mg, 0.13 mmol) in MeOH (3 mL) was added 4 N NaOH (3 mL), and the mixture was stirred at RT for 4 h. The reaction mixture was then concentrated in vacuo. The residue was diluted with water (5 mL) and the pH adjusted to 6-7. The precipitated solid was collected by filtration, the filter cake was washed with cold water, then dried to afford th...